Dataset: the Open Reaction Database (ORD), a public repository of structured organic reaction records. Task: describe an organic reaction: reactants, conditions, products, and yield The reactants are CN1C(NC(C1)=O)=NC(O)=O (tetrahydro-1-methyl-4-oxo-1H-imidazol-2-ylidene carbamic acid), NC=1C=CC(=NC1)OC (5-amino-2-methoxypyridine), O (water). The solvent is CN(C)C=O (DMF). Yields the product COC1=NC=C(C=C1)NC(=O)N=C1N(CC(N1)=O)C (1-(2-Methoxy-5-pyridinyl)-3-(tetrahydro-1-methyl-4-oxo-1H-imidazol-2-ylidene) urea). Reaction SMILES: [CH3:1][N:2]1[CH2:6][C:5](=[O:7])[NH:4][C:3]1=[N:8][C:9](=[O:11])O.[NH2:12][C:13]1[CH:14]=[CH:15][C:16]([O:19][CH3:20])=[N:17][CH:18]=1.O>CN(C=O)C>[CH3:20][O:19][C:16]1[CH:15]=[CH:14][C:13]([NH:12][C:9]([N:8]=[C:3]2[NH:4][C:5](=[O:7])[CH2:6][N:2]2[CH3:1])=[O:11])=[CH:18][N:17]=1. Procedure details: A mixture of 2.33 g (10.0 mM) of phenyl carbamate 8 and 1.24 g. (10.0 mM) of 5-amino-2-methoxypyridine in 9 ml of anhydrous DMF was heated at 70° C. for 6 hrs., cooled, and poured into 40 ml of water. On cooling in ice, crystals precipitated from the aqueous solution and these were collected and recrystallized from methanol to give 0.5 g of the above urea as pale yellow needles, m.p. 175°-176° C. Starting materials: BrC=1C=C(C=NC1Cl)S(=O)(=O)N (5-bromo-6-chloropyridine-3-sulfonamide), FC1=C(C=CC(=C1)F)O (2,4-difluorophenol), C([O-])([O-])=O.[Cs+].[Cs+] (cesium carbonate). The solvent is CS(=O)C (DMSO). Yields the product BrC=1C=C(C=NC1OC1=C(C=C(C=C1)F)F)S(=O)(=O)N (5-bromo-6-(2,4-difluorophenoxy)pyridine-3-sulfonamide). Isolated yield 72.6%. RXN SMILES: [Br:1][C:2]1[CH:3]=[C:4]([S:9]([NH2:12])(=[O:11])=[O:10])[CH:5]=[N:6][C:7]=1Cl.[F:13][C:14]1[CH:19]=[C:18]([F:20])[CH:17]=[CH:16][C:15]=1[OH:21].C(=O)([O-])[O-].[Cs+].[Cs+]>CS(C)=O>[Br:1][C:2]1[CH:3]=[C:4]([S:9]([NH2:12])(=[O:11])=[O:10])[CH:5]=[N:6][C:7]=1[O:21][C:15]1[CH:16]=[CH:17][C:18]([F:20])=[CH:19][C:14]=1[F:13] |f:2.3.4|. Procedure details: A mixture of Example 86a (0.543 g, 2 mmol), 2,4-difluorophenol (0.390 g, 3.00 mmol), and cesium carbonate (1.955 g, 6.00 mmol) in DMSO (10 mL) was heated at 110° C. for 16 hours. After cooling, the reaction mixture was partitioned between water and ethyl acetate. The aqueous layer was neutralized with 10% HCl and extracted with additional ethyl acetate twice. The combined organic layers were washed with saturated aqueous sodium chloride, dried over anhydrous magnesium sulfate, filtered, and conc... Reactants: ClC1=NC=C(C(=O)OC)C=C1 (methyl 6-chloronicotinate), CNC.CO (dimethylamine MeOH). Product: CN(C1=NC=C(C(=O)OC)C=C1)C (Methyl 6-dimethylaminonicotinate). Yield: 98.9%. As a reaction SMILES: Cl[C:2]1[CH:11]=[CH:10][C:5]([C:6]([O:8][CH3:9])=[O:7])=[CH:4][N:3]=1.[CH3:12][NH:13][CH3:14].CO>>[CH3:12][N:13]([CH3:14])[C:2]1[CH:11]=[CH:10][C:5]([C:6]([O:8][CH3:9])=[O:7])=[CH:4][N:3]=1 |f:1.2|. Reported procedure: A solution of methyl 6-chloronicotinate (4.0 g, 23 mmol) in dimethylamine/MeOH (2 M, 80 mL, 160 mmol) in a pressure vessel was stirred at 95° C. for 2 h, cooled to rt and concentrated. The residue was dissolved in EtOAc (250 mL), washed with water (2×150 mL), dried over Na2SO4, and concentrated to afford the title compound as a tan solid (4.1 g, 98%). MS (ESI), (M+H)+ 181.24; 1H NMR (CDCl3) δ 8.79 (s, 1H), 7.99 (d, 1H, J=9.2), 6.45 (d, 1H, J=9.2), 3.85 (s, 3H), 3.15 (s, 6H). Reactants: C=CCC(CC=C)(C(=O)OCC)S(=O)(=O)c1ccc(OC)cc1, CO, [Na+], [OH-]. The product is C=CCC(CC=C)(C(=O)O)S(=O)(=O)c1ccc(OC)cc1. RXN SMILES: [CH2:1]([CH3:2])[O:3][C:4]([C:5]([CH2:6][CH:7]=[CH2:8])([S:9](=[O:10])(=[O:11])[c:12]1[cH:13][cH:14][c:15]([O:18][CH3:19])[cH:16][cH:17]1)[CH2:20][CH:21]=[CH2:22])=[O:23].[CH3:24][OH:25].[Na+:27].[OH-:26]>>[O:3]=[C:4]([C:5]([CH2:6][CH:7]=[CH2:8])([S:9](=[O:10])(=[O:11])[c:12]1[cH:13][cH:14][c:15]([O:18][CH3:19])[cH:16][cH:17]1)[CH2:20][CH:21]=[CH2:22])[OH:23]. Starting materials: FC1=C(C=CC(=C1F)F)B(O)O (2,3,4-trifluorophenylboronic acid), O.[OH-].[Li+] (lithium hydroxide mono-hydrate), CC1=CC(=C(C=C1C(F)(F)F)CN1CCC2(CN(C(O2)=O)C2=CC=C(C(=O)OC)C=C2)CC1)Br (methyl 4-{8-[(4-methyl-5-trifluoromethyl-2-bromophenyl)methyl]-2-oxo-1-oxa-3,8-diazaspiro[4.5]dec-3-yl}benzoate). Solvent: O1CCOCC1 (dioxane), O (water), C(C)#N (acetonitrile), O (water). Run at temperature 120 celsius. Yields the product CC1=C(C=C(C(=C1)C1=C(C(=C(C=C1)F)F)F)CN1CCC2(CN(C(O2)=O)C2=CC=C(C(=O)O)C=C2)CC1)C(F)(F)F (4-{8-[(5-methyl-4-trifluoromethyl-2′,3′,4′-trifluorobiphen-2-yl)methyl]-2-oxo-1-oxa-3,8-diazaspiro[4.5]dec-3-yl}benzoic acid). The yield is 42.1%. Reaction SMILES: [CH3:1][C:2]1[C:7]([C:8]([F:11])([F:10])[F:9])=[CH:6][C:5]([CH2:12][N:13]2[CH2:33][CH2:32][C:16]3([O:20][C:19](=[O:21])[N:18]([C:22]4[CH:31]=[CH:30][C:25]([C:26]([O:28]C)=[O:27])=[CH:24][CH:23]=4)[CH2:17]3)[CH2:15][CH2:14]2)=[C:4](Br)[CH:3]=1.[F:35][C:36]1[C:41]([F:42])=[C:40]([F:43])[CH:39]=[CH:38][C:37]=1B(O)O.O.[OH-].[Li+]>O1CCOCC1.O.C(#N)C>[CH3:1][C:2]1[CH:3]=[C:4]([C:39]2[CH:38]=[CH:37][C:36]([F:35])=[C:41]([F:42])[C:40]=2[F:43])[C:5]([CH2:12][N:13]2[CH2:33][CH2:32][C:16]3([O:20][C:19](=[O:21])[N:18]([C:22]4[CH:31]=[CH:30][C:25]([C:26]([OH:28])=[O:27])=[CH:24][CH:23]=4)[CH2:17]3)[CH2:15][CH2:14]2)=[CH:6][C:7]=1[C:8]([F:11])([F:9])[F:10] |f:2.3.4|. Procedure: To a solution of methyl 4-{8-[(4-methyl-5-trifluoromethyl-2-bromophenyl)methyl]-2-oxo-1-oxa-3,8-diazaspiro[4.5]dec-3-yl}benzoate (30 mg, 0.055 mmol) in dioxane (1.5 mL) and water (0.5 mL) in a 5 mL microwave reaction vial were added 2,3,4-trifluorophenylboronic acid (20 mg, 0.111 mmol), 1,1′-bis(diphenylphosphino)ferrocene palladium (II) dichloride dichloromethane complex (9 mg, 0.011 mmol) and lithium hydroxide mono-hydrate (5 mg, 0.111 mmol). The reaction was heated in a microwave at 120° C. f...